Dataset: the Open Reaction Database (ORD), a public repository of structured organic reaction records. Task: describe an organic reaction: reactants, conditions, products, and yield Starting materials: COC(=O)c1cnc2c(c1)cc(C(=CC1CCCC1)c1ccc(S(C)(=O)=O)nc1)n2S(=O)(=O)c1ccccc1, CCCC[N+](CCCC)(CCCC)CCCC, CCOC(C)=O, [F-], C1CCOC1. Product: COC(=O)c1cnc2[nH]c(C(=CC3CCCC3)c3ccc(S(C)(=O)=O)nc3)cc2c1. Reaction SMILES: [CH3:1][O:2][C:3](=[O:4])[c:5]1[cH:6][c:7]2[c:8]([n:9][cH:10]1)[n:11]([S:31]([c:32]1[cH:33][cH:34][cH:35][cH:36][cH:37]1)(=[O:38])=[O:39])[c:12]([C:14](=[CH:15][CH:16]1[CH2:17][CH2:18][CH2:19][CH2:20]1)[c:21]1[cH:22][n:23][c:24]([S:27](=[O:28])(=[O:29])[CH3:30])[cH:25][cH:26]1)[cH:13]2.[CH3:41][CH2:42][CH2:43][CH2:44][N+:45]([CH2:46][CH2:47][CH2:48][CH3:49])([CH2:50][CH2:51][CH2:52][CH3:53])[CH2:54][CH2:55][CH2:56][CH3:57].[CH3:63][CH2:64][O:65][C:66](=[O:67])[CH3:68].[F-:40].[O:58]1[CH2:59][CH2:60][CH2:61][CH2:62]1>>[CH3:1][O:2][C:3](=[O:4])[c:5]1[cH:6][c:7]2[c:8]([n:9][cH:10]1)[nH:11][c:12]([C:14](=[CH:15][CH:16]1[CH2:17][CH2:18][CH2:19][CH2:20]1)[c:21]1[cH:22][n:23][c:24]([S:27](=[O:28])(=[O:29])[CH3:30])[cH:25][cH:26]1)[cH:13]2. The reactants are Cc1ccc(S(=O)(=O)OCC2CCCN2C(=O)OC(C)(C)C)cc1, FC(F)(F)c1ccc(Oc2ccc(OCC3CCCN3)cc2)cc1, Oc1ccc(Oc2ccc(C(F)(F)F)cc2)cc1, [H-], [Na+], CN(C)C=O. The product is CC(C)(C)OC(=O)N1CCCC1COc1ccc(Oc2ccc(C(F)(F)F)cc2)cc1. Reaction SMILES: [C:45]([CH3:46])([CH3:47])([CH3:48])[O:49][C:50](=[O:51])[N:52]1[CH2:53][CH2:54][CH2:55][CH:56]1[CH2:57][O:58][S:59]([c:60]1[cH:61][cH:62][c:63]([CH3:64])[cH:65][cH:66]1)(=[O:67])=[O:68].[F:1][C:2]([c:3]1[cH:4][cH:5][c:6]([O:7][c:8]2[cH:9][cH:10][c:11]([O:12][CH2:13][CH:14]3[NH:15][CH2:16][CH2:17][CH2:18]3)[cH:19][cH:20]2)[cH:21][cH:22]1)([F:23])[F:24].[F:25][C:26]([F:27])([F:28])[c:29]1[cH:30][cH:31][c:32]([O:33][c:34]2[cH:35][cH:36][c:37]([OH:38])[cH:39][cH:40]2)[cH:41][cH:42]1.[H-:44].[Na+:43].[O:69]=[CH:70][N:71]([CH3:72])[CH3:73]>>[F:1][C:2]([c:3]1[cH:4][cH:5][c:6]([O:7][c:8]2[cH:9][cH:10][c:11]([O:12][CH2:13][CH:14]3[N:15]([C:50]([O:49][C:45]([CH3:46])([CH3:47])[CH3:48])=[O:51])[CH2:16][CH2:17][CH2:18]3)[cH:19][cH:20]2)[cH:21][cH:22]1)([F:23])[F:24]. As a reaction SMILES: [CH2:1]([Li:2])[CH2:3][CH2:4][CH3:5].[CH2:29]1[O:30][CH2:31][CH2:32][CH2:33]1.[CH3:11][O:12][C:13]([c:14]1[cH:15][c:16]([C:17](=[O:18])[N:19]([CH2:20][CH2:21][CH3:22])[CH3:23])[cH:24][c:25]([I:27])[cH:26]1)=[O:28].[CH3:34][CH2:35][O:36][CH2:37][CH3:38].[Cl-:39].[Cl-:41].[Zn+2:40].[cH:42]1[cH:43][cH:44][c:45]([P:46]([Pd:47]([P:48]([c:49]2[cH:50][cH:51][cH:52][cH:53][cH:54]2)([c:55]2[cH:56][cH:57][cH:58][cH:59][cH:60]2)[c:61]2[cH:62][cH:63][cH:64][cH:65][cH:66]2)([P:67]([c:68]2[cH:69][cH:70][cH:71][cH:72][cH:73]2)([c:74]2[cH:75][cH:76][cH:77][cH:78][cH:79]2)[c:80]2[cH:81][cH:82][cH:83][cH:84][cH:85]2)[P:86]([c:87]2[cH:88][cH:89][cH:90][cH:91][cH:92]2)([c:93]2[cH:94][cH:95][cH:96][cH:97][cH:98]2)[c:99]2[cH:100][cH:101][cH:102][cH:103][cH:104]2)([c:105]2[cH:106][cH:107][cH:108][cH:109][cH:110]2)[c:111]2[cH:112][cH:113][cH:114][cH:115][cH:116]2)[cH:117][cH:118]1.[o:6]1[cH:7][n:8][cH:9][cH:10]1>>[o:6]1[c:7](-[c:25]2[cH:24][c:16]([C:17](=[O:18])[N:19]([CH2:20][CH2:21][CH3:22])[CH3:23])[cH:15][c:14]([C:13]([O:12][CH3:11])=[O:28])[cH:26]2)[n:8][cH:9][cH:10]1. The reactants are [Li]CCCC, C1CCOC1, CCCN(C)C(=O)c1cc(I)cc(C(=O)OC)c1, CCOCC, [Cl-], [Cl-], [Zn+2], c1ccc(P(c2ccccc2)(c2ccccc2)[Pd](P(c2ccccc2)(c2ccccc2)c2ccccc2)(P(c2ccccc2)(c2ccccc2)c2ccccc2)P(c2ccccc2)(c2ccccc2)c2ccccc2)cc1, c1cocn1. Product: CCCN(C)C(=O)c1cc(C(=O)OC)cc(-c2ncco2)c1. Product: CC1(C)C=COC(=O)C1. As a reaction SMILES: [CH3:1][C:2]([CH2:3][C:4](=[O:5])[O:6][CH2:8][CH3:11])([CH2:9][CH:10]=[O:7])[CH3:12].[P:13]([Cl:14])([Cl:15])([Cl:16])=[O:17].[S:18]1(=[O:23])(=[O:24])[CH2:19][CH2:20][CH2:21][CH2:22]1>>[CH3:1][C:2]1([CH3:12])[CH2:3][C:4](=[O:5])[O:6][CH:10]=[CH:9]1. Starting materials: CCOC(=O)CC(C)(C)CC=O, O=P(Cl)(Cl)Cl, O=S1(=O)CCCC1. Starting materials: C(CCCCC)[C@H](C(=O)OCC1=CC=CC=C1)[C@H](C[C@@H](CCCCCCCCCCC)OC1OCCCC1)O (benzyl (2S 3S,5R)-2-hexyl-3-hydroxy-5-[(tetrahydro-2H-pyran-2-yl)oxy]hexadecanoate). The reagents and catalysts are [Pd] (Pd/C). The solvent is C1CCOC1 (THF). Run at time 3 hour. Yields the product C(CCCCC)[C@H](C(=O)O)[C@H](C[C@@H](CCCCCCCCCCC)OC1OCCCC1)O ((2S,3S,5R)-2-hexyl-3-hydroxy-5-[(tetrahydro-2H -pyran-2-yl)oxy]hexadecanoic acid). RXN SMILES: [CH2:1]([C@@H:7]([C@@H:18]([OH:39])[CH2:19][C@H:20]([O:32][CH:33]1[CH2:38][CH2:37][CH2:36][CH2:35][O:34]1)[CH2:21][CH2:22][CH2:23][CH2:24][CH2:25][CH2:26][CH2:27][CH2:28][CH2:29][CH2:30][CH3:31])[C:8]([O:10]CC1C=CC=CC=1)=[O:9])[CH2:2][CH2:3][CH2:4][CH2:5][CH3:6]>C1COCC1.[Pd]>[CH2:1]([C@@H:7]([C@@H:18]([OH:39])[CH2:19][C@H:20]([O:32][CH:33]1[CH2:38][CH2:37][CH2:36][CH2:35][O:34]1)[CH2:21][CH2:22][CH2:23][CH2:24][CH2:25][CH2:26][CH2:27][CH2:28][CH2:29][CH2:30][CH3:31])[C:8]([OH:10])=[O:9])[CH2:2][CH2:3][CH2:4][CH2:5][CH3:6]. Reported procedure: (1.O.h) 430 mg of benzyl (2S 3S,5R)-2-hexyl-3-hydroxy-5-[(tetrahydro-2H-pyran-2-yl)oxy]hexadecanoate in 10 ml of THF are treated with Pd/C 10% and hydrogenated for 3 hours. The catalyst is filtered off and, after evaporation of the filtrate, the crude product is chromatographed on silica gel. There is obtained (2S,3S,5R)-2-hexyl-3-hydroxy-5-[(tetrahydro-2H -pyran-2-yl)oxy]hexadecanoic acid. Reactants: C(C)(C)(C)NC(=O)C1=CN(C2=NC=C(N=C21)C2=NN(C1=CC(=CC=C21)F)CCC2CN(C2)C(=O)OC(C)(C)C)COCC[Si](C)(C)C (tert-butyl 3-(2-(3-(7-(tert-butylcarbamoyl)-5-((2-(trimethylsilyl)ethoxy)methyl)-5H-pyrrolo[2,3-b]pyrazin-2-yl)-6-fluoro-1H-indazol-1-yl)ethyl)azetidine-1-carboxylate), C(=O)(C(F)(F)F)O (TFA). The solvent is ClCCl (dichloromethane). Run at temperature 25 celsius, time 18 hour. The product is N1CC(C1)CCN1N=C(C2=CC=C(C=C12)F)C=1N=C2C(=NC1)NC=C2C(=O)NC(C)(C)C (2-(1-(2-(azetidin-3-yl)ethyl)-6-fluoro-1H-indazol-3-yl)-N-tert-butyl-5H-pyrrolo[2,3-b]pyrazine-7-carboxamide). Yield: 81.7%. RXN SMILES: [C:1]([NH:5][C:6]([C:8]1[C:16]2[C:11](=[N:12][CH:13]=[C:14]([C:17]3[C:25]4[C:20](=[CH:21][C:22]([F:26])=[CH:23][CH:24]=4)[N:19]([CH2:27][CH2:28][CH:29]4[CH2:32][N:31](C(OC(C)(C)C)=O)[CH2:30]4)[N:18]=3)[N:15]=2)[N:10](COCC[Si](C)(C)C)[CH:9]=1)=[O:7])([CH3:4])([CH3:3])[CH3:2].C(O)(C(F)(F)F)=O>ClCCl>[NH:31]1[CH2:30][CH:29]([CH2:28][CH2:27][N:19]2[C:20]3[C:25](=[CH:24][CH:23]=[C:22]([F:26])[CH:21]=3)[C:17]([C:14]3[N:15]=[C:16]4[C:8]([C:6]([NH:5][C:1]([CH3:4])([CH3:3])[CH3:2])=[O:7])=[CH:9][NH:10][C:11]4=[N:12][CH:13]=3)=[N:18]2)[CH2:32]1. Reported procedure: To a pale yellow solution of tert-butyl 3-(2-(3-(7-(tert-butylcarbamoyl)-5-((2-(trimethylsilyl)ethoxy)methyl)-5H-pyrrolo[2,3-b]pyrazin-2-yl)-6-fluoro-1H-indazol-1-yl)ethyl)azetidine-1-carboxylate (43 mg, 64.6 μmol) in dichloromethane (4.00 mL) was added TFA (740 mg, 500 μL, 6.49 mmol00), the reaction mixture turned orange and was stirred at 25° C. for 18 h. The reaction mixture was concentrated and the residue was re-dissolved in 5 mL of a solution of (dichloromethane/MeOH/ammonium hydroxide; 60... Reactants: N1=C(C=CC=C1)C=NOCCO (2-(2-pyridylmethyleneaminooxy)ethanol), N(=NC(=O)N1CCNCC1)C(=O)N1CCNCC1 (1,1'-(azodicarbonyl)dipiperazine), OC1=CC=C(CC2C(N(C(S2)=O)C(C2=CC=CC=C2)(C2=CC=CC=C2)C2=CC=CC=C2)=O)C=C1 (5-(4-hydroxybenzyl)-3-tritylthiazolidine-2,4-dione), C(CCC)P(CCCC)CCCC (tributylphosphine). Yields the product N1=C(C=CC=C1)C=NOCCOC1=CC=C(CC2C(N(C(S2)=O)C(C2=CC=CC=C2)(C2=CC=CC=C2)C2=CC=CC=C2)=O)C=C1 (5-{4-[2-(2-Pyridylmethyleneaminooxy)ethoxy]-benzyl}-3-tritylthiazolidine-2,4-dione). The yield is 55.0%. RXN SMILES: [N:1]1[CH:6]=[CH:5][CH:4]=[CH:3][C:2]=1[CH:7]=[N:8][O:9][CH2:10][CH2:11][OH:12].O[C:14]1[CH:46]=[CH:45][C:17]([CH2:18][CH:19]2[S:23][C:22](=[O:24])[N:21]([C:25]([C:38]3[CH:43]=[CH:42][CH:41]=[CH:40][CH:39]=3)([C:32]3[CH:37]=[CH:36][CH:35]=[CH:34][CH:33]=3)[C:26]3[CH:31]=[CH:30][CH:29]=[CH:28][CH:27]=3)[C:20]2=[O:44])=[CH:16][CH:15]=1.C(P(CCCC)CCCC)CCC.N(C(N1CCNCC1)=O)=NC(N1CCNCC1)=O>>[N:1]1[CH:6]=[CH:5][CH:4]=[CH:3][C:2]=1[CH:7]=[N:8][O:9][CH2:10][CH2:11][O:12][C:14]1[CH:46]=[CH:45][C:17]([CH2:18][CH:19]2[S:23][C:22](=[O:24])[N:21]([C:25]([C:38]3[CH:43]=[CH:42][CH:41]=[CH:40][CH:39]=3)([C:32]3[CH:33]=[CH:34][CH:35]=[CH:36][CH:37]=3)[C:26]3[CH:31]=[CH:30][CH:29]=[CH:28][CH:27]=3)[C:20]2=[O:44])=[CH:16][CH:15]=1. Procedure details: Following a procedure similar to that described in Example 3(a), but using 498 mg of 2-(2-pyridylmethyleneaminooxy)ethanol (prepared as described in Preparation 4), 1.13 g of 5-(4-hydroxybenzyl)-3-tritylthiazolidine-2,4-dione, 0.75 ml of tributylphosphine and 693 mg of 1,1'-(azodicarbonyl)dipiperazine, 0.82 g of the title compound was obtained as a foam-like solid.